Dataset: the Open Reaction Database (ORD), a public repository of structured organic reaction records. Task: describe an organic reaction: reactants, conditions, products, and yield Reaction SMILES: [CH:1]1([c:4]2[n:5][o:6][c:7](-[c:9]3[n:10][cH:11][n:12]4[c:13]3[n:14]([CH3:22])[c:15](=[O:21])[c:16]3[c:17]4[s:18][cH:19][cH:20]3)[n:8]2)[CH2:2][CH2:3]1.[CH:23]1([C:24](=[N:25][OH:26])[NH2:27])[CH2:28][CH2:29]1>>[CH3:1][c:4]1[n:5][o:6][c:7](-[c:9]2[n:10][cH:11][n:12]3[c:13]2[n:14]([CH3:22])[c:15](=[O:21])[c:16]2[c:17]3[s:18][cH:19][cH:20]2)[n:8]1. The reactants are Cn1c(=O)c2ccsc2n2cnc(-c3nc(C4CC4)no3)c12, NC(=NO)C1CC1. Yields the product Cc1noc(-c2ncn3c4sccc4c(=O)n(C)c23)n1.